Dataset: the Open Reaction Database (ORD), a public repository of structured organic reaction records. Task: describe an organic reaction: reactants, conditions, products, and yield Reactants: Cc1ccc(O)cc1, CC(=O)OC(C)=O, c1ccncc1. The product is CC(=O)Oc1ccc(C)cc1. Reaction SMILES: [CH3:1][c:2]1[cH:3][cH:4][c:5]([OH:6])[cH:7][cH:8]1.[CH3:9][C:10](=[O:11])[O:12][C:13](=[O:14])[CH3:15].[cH:16]1[cH:17][cH:18][n:19][cH:20][cH:21]1>>[CH3:1][c:2]1[cH:3][cH:4][c:5]([O:6][C:10]([CH3:9])=[O:11])[cH:7][cH:8]1. Starting materials: C(C1=CC=CC=C1)N1N=C2C=C(C=CC2=C1)C=1C=C(N2N=CN=C(C21)N)C2=CC=C(C=C2)N2CCNCC2 (5-(2-benzyl-2H-indazol-6-yl)-7-(4-piperazin-1-ylphenyl)pyrrolo[2,1-f][1,2,4]triazin-4-amine), N1=CC=CC=C1 (pyridine), C(C)(=O)Cl (acetyl chloride). Run in ClCCl (dichloromethane), ClCCl (dichloromethane). Run at time 8 hour. The product is C(C)(=O)N1CCN(CC1)C1=CC=C(C=C1)C1=CC(=C2C(=NC=NN21)N)C=2C=CC1=CN(N=C1C2)CC2=CC=CC=C2 (7-[4-(4-acetylpiperazin-1-yl)phenyl]-5-(2-benzyl-2H-indazol-6-yl)pyrrolo[2,1-f][1,2,4]triazin-4-amine). Yield: 25.8%. Reaction SMILES: [CH2:1]([N:8]1[CH:16]=[C:15]2[C:10]([CH:11]=[C:12]([C:17]3[CH:18]=[C:19]([C:27]4[CH:32]=[CH:31][C:30]([N:33]5[CH2:38][CH2:37][NH:36][CH2:35][CH2:34]5)=[CH:29][CH:28]=4)[N:20]4[C:25]=3[C:24]([NH2:26])=[N:23][CH:22]=[N:21]4)[CH:13]=[CH:14]2)=[N:9]1)[C:2]1[CH:7]=[CH:6][CH:5]=[CH:4][CH:3]=1.N1C=CC=CC=1.[C:45](Cl)(=[O:47])[CH3:46]>ClCCl>[C:45]([N:36]1[CH2:37][CH2:38][N:33]([C:30]2[CH:31]=[CH:32][C:27]([C:19]3[N:20]4[C:25]([C:24]([NH2:26])=[N:23][CH:22]=[N:21]4)=[C:17]([C:12]4[CH:13]=[CH:14][C:15]5[C:10]([CH:11]=4)=[N:9][N:8]([CH2:1][C:2]4[CH:7]=[CH:6][CH:5]=[CH:4][CH:3]=4)[CH:16]=5)[CH:18]=3)=[CH:28][CH:29]=2)[CH2:34][CH2:35]1)(=[O:47])[CH3:46]. Procedure: To a solution of 5-(2-benzyl-2H-indazol-6-yl)-7-(4-piperazin-1-ylphenyl)pyrrolo[2,1-f][1,2,4]triazin-4-amine (100 mg, 0.20 mmol) in dichloromethane (2 mL) was added pyridine (23 μL, 0.28 mmol) followed by acetyl chloride (17 μL, 0.24 mmol). The mixture was stirred (rt) overnight. The mixture was diluted with dichloromethane (25 mL) and was washed with H2O (20 mL), brine, and was dried (Na2SO4) and concentrated. The residue was purified by preparative HPLC using a gradient elution from 15% to 50%... Reactants: BrB(Br)Br (Tribromoborane), NC1=C(C(=C(C(=C1OC)Br)C1=CC=CC=C1)C)C#N (4-Amino-6-bromo-5-methoxy-2-methylbiphenyl-3-carbonitrile), C([O-])([O-])=O.[Na+].[Na+] (sodium carbonate). The solvent is O (water), ClCCl (dichloromethane). Run at temperature -70 celsius, time 1.5 hour. The product is NC1=C(C(=C(C(=C1O)Br)C1=CC=CC=C1)C)C#N (4-Amino-6-bromo-5-hydroxy-2-methylbiphenyl-3-carbonitrile). As a reaction SMILES: [NH2:1][C:2]1[C:7]([O:8]C)=[C:6]([Br:10])[C:5]([C:11]2[CH:16]=[CH:15][CH:14]=[CH:13][CH:12]=2)=[C:4]([CH3:17])[C:3]=1[C:18]#[N:19].BrB(Br)Br.C(=O)([O-])[O-].[Na+].[Na+]>ClCCl.O>[NH2:1][C:2]1[C:7]([OH:8])=[C:6]([Br:10])[C:5]([C:11]2[CH:16]=[CH:15][CH:14]=[CH:13][CH:12]=2)=[C:4]([CH3:17])[C:3]=1[C:18]#[N:19] |f:2.3.4|. Procedure details: 4-Amino-6-bromo-5-methoxy-2-methylbiphenyl-3-carbonitrile (I-40) (44.5 mg, 0.14 mmol) was dissolved in dichloromethane (dewatered, 1.4 ml) under nitrogen atmosphere, and cooled in a dry ice-methanol bath at −70° C. 1 M Tribromoborane (dichloromethane solution, 0.42 ml) was dropwise added to it at −70 to −68° C., followed by stirring for 1.5 hours with heating up to 0° C. The reaction liquid was diluted with cold water, and controlled to have a pH of 6 to 7 with aqueous 10% sodium carbonate solut... The reactants are BrC=1C=C(CO)C=CC1 (3-bromobenzyl alcohol), [Si](C)(C)(C(C)(C)C)Cl (t-butyldimethylsilyl chloride), N1C=NC=C1 (imidazole), O (water). Solvent: hexanes, C(Cl)Cl (methylene chloride). Run at time 8 hour. Yields the product [Si](C)(C)(C(C)(C)C)OCC=1C=C(C=CC1)Br (3-(t-butyldimethylsilyloxymethyl)bromobenzene). Isolated yield 98.2%. RXN SMILES: [Br:1][C:2]1[CH:3]=[C:4]([CH:7]=[CH:8][CH:9]=1)[CH2:5][OH:6].[Si:10](Cl)([C:13]([CH3:16])([CH3:15])[CH3:14])([CH3:12])[CH3:11].N1C=CN=C1.O>C(Cl)Cl>[Si:10]([O:6][CH2:5][C:4]1[CH:3]=[C:2]([Br:1])[CH:9]=[CH:8][CH:7]=1)([C:13]([CH3:16])([CH3:15])[CH3:14])([CH3:12])[CH3:11]. Procedure: To a solution of 3-bromobenzyl alcohol (5.00 g, 26.7 mmol) in freshly drieddimethylformamide (10 mL) was added t-butyldimethylsilyl chloride (5.13 g, 33 mmol) and imidazole (4.56 g, 67 mmol). The resulting solution was stirred overnight at ambient temperature. The reaction mixture was poured into water and extracted (3x, 50 mL 1:1 ether:hexanes). The combined organic layers were washed (2x, brine), dried over MgSO4, filtered, and concentrated in vacuo to give a colorless oil which was passed thr...